Dataset: the Open Reaction Database (ORD), a public repository of structured organic reaction records. Task: describe an organic reaction: reactants, conditions, products, and yield Reactants: [Ag+], O=C1CCC(=O)N1Br, Cc1ccc(S(=O)(=O)C#C[Si](C)(C)C)cc1, CC(C)=O, O=[N+]([O-])[O-]. Product: Cc1ccc(S(=O)(=O)C#CBr)cc1. As a reaction SMILES: [Ag+:33].[Br:17][N:18]1[C:19](=[O:20])[CH2:21][CH2:22][C:23]1=[O:24].[CH3:1][Si:2]([CH3:3])([CH3:4])[C:5]#[C:6][S:7](=[O:8])(=[O:9])[c:10]1[cH:11][cH:12][c:13]([CH3:16])[cH:14][cH:15]1.[CH3:25][C:26](=[O:27])[CH3:28].[N+:29]([O-:30])([O-:31])=[O:32]>>[C:5](#[C:6][S:7](=[O:8])(=[O:9])[c:10]1[cH:11][cH:12][c:13]([CH3:16])[cH:14][cH:15]1)[Br:17]. Reactants: C1CCOC1, CO, COC(=O)c1ccc(OC2CCCCC2N2CCCCC2)cc1, [Na+], [OH-]. The product is O=C(O)c1ccc(OC2CCCCC2N2CCCCC2)cc1. RXN SMILES: [CH2:28]1[O:29][CH2:30][CH2:31][CH2:32]1.[CH3:26][OH:27].[N:1]1([CH:7]2[CH:8]([O:13][c:14]3[cH:15][cH:16][c:17]([C:18](=[O:19])[O:20][CH3:21])[cH:22][cH:23]3)[CH2:9][CH2:10][CH2:11][CH2:12]2)[CH2:2][CH2:3][CH2:4][CH2:5][CH2:6]1.[Na+:25].[OH-:24]>>[N:1]1([CH:7]2[CH:8]([O:13][c:14]3[cH:15][cH:16][c:17]([C:18](=[O:19])[OH:20])[cH:22][cH:23]3)[CH2:9][CH2:10][CH2:11][CH2:12]2)[CH2:2][CH2:3][CH2:4][CH2:5][CH2:6]1. Starting materials: O=C([O-])[O-], CC1(Cc2ccc3c(c2)OCCO3)CNCCN1, CC(C)=O, [K+], [K+], BrC(c1ccccc1)c1ccccc1. Yields the product CC1(Cc2ccc3c(c2)OCCO3)CN(C(c2ccccc2)c2ccccc2)CCN1. RXN SMILES: [C:19](=[O:20])([O-:21])[O-:22].[CH3:1][C:2]1([CH2:8][c:9]2[cH:10][c:11]3[c:12]([cH:13][cH:14]2)[O:15][CH2:16][CH2:17][O:18]3)[CH2:3][NH:4][CH2:5][CH2:6][NH:7]1.[CH3:39][C:40](=[O:41])[CH3:42].[K+:23].[K+:24].[c:25]1([CH:31]([c:32]2[cH:33][cH:34][cH:35][cH:36][cH:37]2)[Br:38])[cH:26][cH:27][cH:28][cH:29][cH:30]1>>[CH3:1][C:2]1([CH2:8][c:9]2[cH:10][c:11]3[c:12]([cH:13][cH:14]2)[O:15][CH2:16][CH2:17][O:18]3)[CH2:3][N:4]([CH:31]([c:25]2[cH:26][cH:27][cH:28][cH:29][cH:30]2)[c:32]2[cH:33][cH:34][cH:35][cH:36][cH:37]2)[CH2:5][CH2:6][NH:7]1. Starting materials: [OH-].[Na+] (sodium hydroxide), Cl.NO (Hydroxylamine hydrochloride), CC1=CC=C(C=O)C=C1 (4-methylbenzaldehyde). Solvent: O (water), O (water), C(C)O (ethanol). The product is CC1=CC=C(C=NO)C=C1 (4-methylbenzaldoxime). Yield: 68.7%. As a reaction SMILES: Cl.[NH2:2][OH:3].[CH3:4][C:5]1[CH:12]=[CH:11][C:8]([CH:9]=O)=[CH:7][CH:6]=1.[OH-].[Na+]>O.C(O)C>[CH3:4][C:5]1[CH:12]=[CH:11][C:8]([CH:9]=[N:2][OH:3])=[CH:7][CH:6]=1 |f:0.1,3.4|. Procedure: Hydroxylamine hydrochloride (41.7 g) in 70 ml of water was added to a solution of 36.1 g of 4-methylbenzaldehyde in 180 ml of absolute ethanol. A solution of 18 g of sodium hydroxide in 36 ml of water was added in portions during 5 to 10 minutes. The reaction mixture was then heated to boiling and filtered hot, and the filtrate was cooled in a dry ice-acetone bath. Water was added to the cooled filtrate until solid product precipitated. The solid was separated by filtration, air-dried overnight,...